From a dataset of the Open Reaction Database (ORD), a public repository of structured organic reaction records. describe an organic reaction: reactants, conditions, products, and yield Yields the product FC=1C=C2C(CN(C2=CC1S(=O)(=O)N1CCCC1)C(C)=O)(C)C (1-[5-Fluoro-3,3-dimethyl-6-(pyrrolidine-1-sulfonyl)-2,3-dihydro-indol-1-yl]-ethanone). Yield: 64.9%. RXN SMILES: [C:1]([N:4]1[C:12]2[C:7](=[CH:8][C:9]([F:17])=[C:10]([S:13](Cl)(=[O:15])=[O:14])[CH:11]=2)[C:6]([CH3:19])([CH3:18])[CH2:5]1)(=[O:3])[CH3:2].[NH:20]1[CH2:24][CH2:23][CH2:22][CH2:21]1>>[F:17][C:9]1[CH:8]=[C:7]2[C:12](=[CH:11][C:10]=1[S:13]([N:20]1[CH2:24][CH2:23][CH2:22][CH2:21]1)(=[O:15])=[O:14])[N:4]([C:1](=[O:3])[CH3:2])[CH2:5][C:6]2([CH3:19])[CH3:18]. The reactants are C(C)(=O)N1CC(C2=CC(=C(C=C12)S(=O)(=O)Cl)F)(C)C (1-acetyl-5-fluoro-3,3-dimethyl-2,3-dihydro-1H-indole-6-sulfonyl chloride), N1CCCC1 (pyrrolidine). Procedure: The title compound was prepared starting from 1-acetyl-5-fluoro-3,3-dimethyl-2,3-dihydro-1H-indole-6-sulfonyl chloride (400 mg, 1.3 mmol) and pyrrolidine (650 μL, 7.87 mmol) following similar methods to those described in Preparation 69 to give the title compound (287 mg) as a dark orange solid. MS: [M+H]+=341. Reactants: CC(C)(C)[O-], [K+], CS(=O)(=O)c1ncc(C2(O)CCC(N3CC(NC(=O)CNC(=O)c4cccc(C(F)(F)F)c4)C3)CC2)s1. Yields the product CC(C)(C)Oc1ncc(C2(O)CCC(N3CC(NC(=O)CNC(=O)c4cccc(C(F)(F)F)c4)C3)CC2)s1. As a reaction SMILES: [CH3:38][C:39]([CH3:40])([O-:41])[CH3:42].[K+:43].[OH:1][C:2]1([c:29]2[cH:30][n:31][c:32]([S:34]([CH3:35])(=[O:36])=[O:37])[s:33]2)[CH2:3][CH2:4][CH:5]([N:8]2[CH2:9][CH:10]([NH:12][C:13](=[O:14])[CH2:15][NH:16][C:17]([c:18]3[cH:19][c:20]([C:24]([F:25])([F:26])[F:27])[cH:21][cH:22][cH:23]3)=[O:28])[CH2:11]2)[CH2:6][CH2:7]1>>[OH:1][C:2]1([c:29]2[cH:30][n:31][c:32]([O:41][C:39]([CH3:38])([CH3:40])[CH3:42])[s:33]2)[CH2:3][CH2:4][CH:5]([N:8]2[CH2:9][CH:10]([NH:12][C:13](=[O:14])[CH2:15][NH:16][C:17]([c:18]3[cH:19][c:20]([C:24]([F:25])([F:26])[F:27])[cH:21][cH:22][cH:23]3)=[O:28])[CH2:11]2)[CH2:6][CH2:7]1. The reactants are COC([C@@H](NC(C1=CC(=C(C=C1)[N+](=O)[O-])OC)=O)[C@H](O)C)=O (N-(3-Methoxy-4-nitrobenzoyl)threonine methyl ester), CC[N+](CC)(CC)S(=O)(=O)N=C([O-])OC (Burgess reagent). The solvent is C1CCOC1 (THF). The product is COC=1C=C(C=CC1[N+](=O)[O-])C=1OC(C(N1)C(=O)OC)C (Methyl 2-(3-methoxy-4-nitrophenyl)-5-methyl-4,5-dihydro-1,3-oxazole-4-carboxylate). Yield: 85.0%. RXN SMILES: [CH3:1][O:2][C:3](=[O:22])[C@H:4]([C@@H:19]([CH3:21])[OH:20])[NH:5][C:6](=O)[C:7]1[CH:12]=[CH:11][C:10]([N+:13]([O-:15])=[O:14])=[C:9]([O:16][CH3:17])[CH:8]=1.CC[N+](S(N=C(OC)[O-])(=O)=O)(CC)CC>C1COCC1>[CH3:17][O:16][C:9]1[CH:8]=[C:7]([C:6]2[O:20][CH:19]([CH3:21])[CH:4]([C:3]([O:2][CH3:1])=[O:22])[N:5]=2)[CH:12]=[CH:11][C:10]=1[N+:13]([O-:15])=[O:14]. Procedure details: The same operation as in Example (97b) was performed using N-(3-methoxy-4-nitrobenzoyl)threonine methyl ester obtained in Example (105a) (4.49 g, 14.4 mmol), the Burgess reagent (3.94 g, 16.5 mmol) and THF (50 mL). Purification by silica gel column chromatography (elution solvent: ethyl acetate/hexane=1/4, 1/2, 1/1, 1/2) gave 3.6 g of the title compound as a light yellow solid (85%). Starting materials: CO, Cl, [K+], [OH-], O, COC(=O)c1cccc(OC)c1C#CCCO. Product: COc1cccc(C(=O)O)c1C#CCCO. As a reaction SMILES: [CH3:21][OH:22].[ClH:20].[K+:19].[OH-:18].[OH2:23].[OH:1][CH2:2][CH2:3][C:4]#[C:5][c:6]1[c:7]([C:8](=[O:9])[O:10][CH3:11])[cH:12][cH:13][cH:14][c:15]1[O:16][CH3:17]>>[OH:1][CH2:2][CH2:3][C:4]#[C:5][c:6]1[c:7]([C:8](=[O:9])[OH:10])[cH:12][cH:13][cH:14][c:15]1[O:16][CH3:17]. The reactants are CC1(CC=C(CC1)C1=CC=C(C=C1)C(C)=O)C (1-[4-(4,4-dimethylcyclohex-1-enyl)phenyl]ethanone), C1(=CC=C(C=C1)S(=O)(=O)O)C (para-toluenesulphonic acid), COC(OC)OC (trimethyl-ortho-formate). Solvent: CO (methanol), C(C)(C)OC(C)C (diisopropyl ether). Yields the product COC(C)(OC)C1=CC=C(C=C1)C1=CCC(CC1)(C)C (1-(1,1-Dimethoxyethyl)-4-(4,4-dimethylcyclohex-1-enyl)benzene). As a reaction SMILES: [CH3:1][C:2]1([CH3:17])[CH2:7][CH2:6][C:5]([C:8]2[CH:13]=[CH:12][C:11]([C:14](=[O:16])[CH3:15])=[CH:10][CH:9]=2)=[CH:4][CH2:3]1.[C:18]1(C)C=CC(S(O)(=O)=O)=CC=1.[CH3:29][O:30]C(OC)OC>CO.C(OC(C)C)(C)C>[CH3:18][O:16][C:14]([C:11]1[CH:10]=[CH:9][C:8]([C:5]2[CH2:6][CH2:7][C:2]([CH3:17])([CH3:1])[CH2:3][CH:4]=2)=[CH:13][CH:12]=1)([O:30][CH3:29])[CH3:15]. Procedure: 36.13 g of 1-[4-(4,4-dimethylcyclohex-1-enyl)phenyl]ethanone (compound VI.1) in 250 ml of methanol are stirred for 12 hours at room temperature in the presence of 0.5 g of para-toluenesulphonic acid (PTSA) and 13 ml of trimethyl-ortho-formate. The solvents are partially evaporated off under reduced pressure. A 50% solution of potassium hydroxide in methanol is added and the solvents are then evaporated off under reduced pressure. The residue obtained is taken up in diisopropyl ether and the solv... Reactants: compound 139, Cl.ClCC1=C(N=C2N1C=C(C=C2)C)C2=CC=C(C=C2)F (3-(chloromethyl)-2-(4-fluorophenyl)-6-methylimidazo[1,2-a]pyridine hydrochloride), FC1=NC(=NC(=C1)F)N (4,6-difluoropyrimidin-2-amine). The product is FC1=NC(=NC(=C1)F)NCC1=C(N=C2N1C=C(C=C2)C)C2=CC=C(C=C2)F (4,6-difluoro-N-((2-(4-fluorophenyl)-6-methylimidazo[1,2-a]pyridin-3-yl)methyl)pyrimidin-2-amine). Yield: 39.0%. RXN SMILES: Cl.Cl[CH2:3][C:4]1[N:8]2[CH:9]=[C:10]([CH3:13])[CH:11]=[CH:12][C:7]2=[N:6][C:5]=1[C:14]1[CH:19]=[CH:18][C:17]([F:20])=[CH:16][CH:15]=1.[F:21][C:22]1[CH:27]=[C:26]([F:28])[N:25]=[C:24]([NH2:29])[N:23]=1>>[F:21][C:22]1[CH:27]=[C:26]([F:28])[N:25]=[C:24]([NH:29][CH2:3][C:4]2[N:8]3[CH:9]=[C:10]([CH3:13])[CH:11]=[CH:12][C:7]3=[N:6][C:5]=2[C:14]2[CH:19]=[CH:18][C:17]([F:20])=[CH:16][CH:15]=2)[N:23]=1 |f:0.1|. Procedure details: The title compound was prepared according to Method A and the experimentals described for compound 139 from 3-(chloromethyl)-2-(4-fluorophenyl)-6-methylimidazo[1,2-a]pyridine hydrochloride and 4,6-difluoropyrimidin-2-amine. (0.23 g, 39% yield), M/e+ 370.1 for C19H14F3N5 (M+H)+. The reactants are FC1=C(C=CC(=C1)I)CN1C=C(C(C2=CC=CC=C12)=O)C(=O)OCC (Ethyl 1-[(2-fluoro-4-iodophenyl)methyl]-4-oxo-1,4-dihydroquinoline-3-carboxylate), P(=O)(Cl)(Cl)Cl (phosphorus oxychloride), FC1=C(C=CC=C1)NN (2-fluorophenylhydrazine), C([O-])([O-])=O.[K+].[K+] (potassium carbonate). Solvent: C1(=CC=CC=C1)C (toluene), C(Cl)(Cl)Cl (chloroform). Reaction conditions: time 2.5 hour. The product is FC1=C(C=CC(=C1)I)CN1C=C2C(C=3C=CC=CC13)=NN(C2=O)C2=C(C=CC=C2)F (5-[(2-fluoro-4-iodophenyl)methyl]-2-(2-fluorophenyl)-2,5-dihydro-3H-pyrazol[4,3-c]quinolin-3-one). RXN SMILES: [F:1][C:2]1[CH:7]=[C:6]([I:8])[CH:5]=[CH:4][C:3]=1[CH2:9][N:10]1[C:19]2[C:14](=[CH:15][CH:16]=[CH:17][CH:18]=2)[C:13](=O)[C:12]([C:21](OCC)=[O:22])=[CH:11]1.P(Cl)(Cl)(Cl)=O.[F:31][C:32]1[CH:37]=[CH:36][CH:35]=[CH:34][C:33]=1[NH:38][NH2:39].C(=O)([O-])[O-].[K+].[K+]>C1(C)C=CC=CC=1.C(Cl)(Cl)Cl>[F:1][C:2]1[CH:7]=[C:6]([I:8])[CH:5]=[CH:4][C:3]=1[CH2:9][N:10]1[C:19]2[CH:18]=[CH:17][CH:16]=[CH:15][C:14]=2[C:13]2=[N:39][N:38]([C:33]3[CH:34]=[CH:35][CH:36]=[CH:37][C:32]=3[F:31])[C:21](=[O:22])[C:12]2=[CH:11]1 |f:3.4.5|. Reported procedure: Ethyl 1-[(2-fluoro-4-iodophenyl)methyl]-4-oxo-1,4-dihydroquinoline-3-carboxylate (1.4 g, 3.1 mmol) was dissovled in phosphorus oxychloride (6.0 mL, 64 mmol, 21 equiv) and stirred for 2.5 hours at ambient temperature. The mixture was diluted with toluene (10 mL) and concentrated in vacuo. The residue was dissolved in dioxane (17 mL), treated with 2-fluorophenylhydrazine (0.87 g, 6.8 mmol, 2.2 equiv) and potassium carbonate (1.3 g, 9.4 mmol, 3 equiv) and stirred at ambient temperature for 5 minute... Reactants: [Cl-].[Cl-].[Cl-].[Al+3] (Aluminium trichloride), ClC(=O)C1=NC(=CC=C1)C(=O)Cl (2,6-bis(chlorocarbonyl)pyridine), C1=CC=CC=C1 (benzene), O (water). Run at temperature 60 celsius, time 16 hour. Product: C(C1=CC=CC=C1)(=O)C1=NC(=CC=C1)C(C1=CC=CC=C1)=O (2,6-dibenzoylpyridine). The yield is 58.0%. RXN SMILES: [Cl-].[Cl-].[Cl-].[Al+3].Cl[C:6]([C:8]1[CH:13]=[CH:12][CH:11]=[C:10]([C:14](Cl)=[O:15])[N:9]=1)=[O:7].O.[CH:18]1[CH:23]=[CH:22][CH:21]=[CH:20][CH:19]=1>>[C:6]([C:8]1[CH:13]=[CH:12][CH:11]=[C:10]([C:14](=[O:15])[C:18]2[CH:23]=[CH:22][CH:21]=[CH:20][CH:19]=2)[N:9]=1)(=[O:7])[C:18]1[CH:23]=[CH:22][CH:21]=[CH:20][CH:19]=1 |f:0.1.2.3|. Reported procedure: Aluminium trichloride (5.1 g, 3.18 mmol) was added to a suspension of 2,6-bis(chlorocarbonyl)pyridine (3.7 g, 18 mmol) in 200 ml of benzene. The reaction mixture was heated to 60° C. and kept at that temperature for 4 h and subsequently for 16 h at room temperature. The mixture was poured into water, the organic layer was separated and evaporated to dryness. The residue was dissolved in CH2Cl2 and filtered. Removal of CH2Cl2 in vacuum yielded 3.0 g (58%) of product.